This data is from the Open Reaction Database (ORD), a public repository of structured organic reaction records. The task is: describe an organic reaction: reactants, conditions, products, and yield Reactants: [K+].C(#N)C=1N=C(N(C1)COCC[Si](C)(C)C)C(=O)[O-] (4-Cyano-1-(2-trimethylsilanyl-ethoxymethyl)-1H-imidazole-2-carboxylate potassium salt), CN1CCN(CC1)C1=CC(=C(C=C1)NC(=O)C=1OC(=CC1)C#N)N1CCCCC1 (5-Cyano-furan-2-carboxylic acid [4-(4-methyl-piperazin-1-yl)-2-piperidin-1-yl-phenyl]-amide), CCN=C=NCCCN(C)C (EDCI). Reagents/catalysts: CN(C)C=1C=CN=CC1 (DMAP). The solvent is CN(C)C=O (DMF). Run at time 12 hour. Product: CN1CCN(CC1)C1=CC(=C(C=C1)NC(=O)C=1N(C=C(N1)C#N)COCC[Si](C)(C)C)N1CCCCC1 (4-Cyano-1-(2-trimethylsilanyl-ethoxymethyl)-1H-imidazole-2-carboxylic acid [4-(4-methyl-piperazin-1-yl)-2-piperidin-1-yl-phenyl]-amide). Isolated yield 57.3%. RXN SMILES: [K+].[C:2]([C:4]1[N:5]=[C:6]([C:17]([O-:19])=O)[N:7]([CH2:9][O:10][CH2:11][CH2:12][Si:13]([CH3:16])([CH3:15])[CH3:14])[CH:8]=1)#[N:3].[CH3:20][N:21]1[CH2:26][CH2:25][N:24]([C:27]2[CH:32]=[CH:31][C:30]([NH:33]C(C3OC(C#N)=CC=3)=O)=[C:29]([N:43]3[CH2:48][CH2:47][CH2:46][CH2:45][CH2:44]3)[CH:28]=2)[CH2:23][CH2:22]1.CCN=C=NCCCN(C)C>CN(C1C=CN=CC=1)C.CN(C=O)C>[CH3:20][N:21]1[CH2:22][CH2:23][N:24]([C:27]2[CH:32]=[CH:31][C:30]([NH:33][C:17]([C:6]3[N:7]([CH2:9][O:10][CH2:11][CH2:12][Si:13]([CH3:14])([CH3:15])[CH3:16])[CH:8]=[C:4]([C:2]#[N:3])[N:5]=3)=[O:19])=[C:29]([N:43]3[CH2:48][CH2:47][CH2:46][CH2:45][CH2:44]3)[CH:28]=2)[CH2:25][CH2:26]1 |f:0.1|. Reported procedure: A flask was charged with 4-cyano-1-(2-trimethylsilanyl-ethoxymethyl)-1H-imidazole-2-carboxylate potassium salt (0.043 g, 0.14 mmol) (as prepared in Example 3, step (d)), 4-(4-methyl-piperazin-1-yl)-2-piperidin-1-yl-phenylamine (0.028 g, 0.10 mmol) (as prepared in Example 5, step (b)), EDCI (0.030 g, 0.16 mmol), DMAP (0.012 g, 0.010 mmol), and DMF (0.5 mL) and was stirred for 12 h at RT and then 1 h at 60° C. The reaction mixture was loaded on a 10-g SPE cartridge (silica) and eluted with 10% MeO... Reactants: CC(OS(C)(=O)=O)C(=O)Cl, COc1ccc2cc(Br)ccc2c1, [Cl-], [Cl-], [Cl-], [Li+], [Mn+2], C1CCOC1. Product: COc1ccc2cc(C(=O)C(C)OS(C)(=O)=O)ccc2c1. RXN SMILES: [CH3:16][S:17](=[O:18])(=[O:19])[O:20][CH:21]([C:22](=[O:23])[Cl:24])[CH3:25].[CH3:3][O:4][c:5]1[cH:6][c:7]2[cH:8][cH:9][c:10]([Br:15])[cH:11][c:12]2[cH:13][cH:14]1.[Cl-:2].[Cl-:31].[Cl-:33].[Li+:1].[Mn+2:32].[O:26]1[CH2:27][CH2:28][CH2:29][CH2:30]1>>[CH3:3][O:4][c:5]1[cH:6][c:7]2[cH:8][cH:9][c:10]([C:22]([CH:21]([O:20][S:17]([CH3:16])(=[O:18])=[O:19])[CH3:25])=[O:23])[cH:11][c:12]2[cH:13][cH:14]1. The reactants are Cl.COC=1C=C(C=CC1O)CCN1CC(CCC1)CN1CCC2=C(CC1=O)C=C(C(=C2)OC)OC (3-[(N-(2-(3-methoxy-4-hydroxy-phenyl)-ethyl)-piperidin-3-yl)-methyl]-7,8-dimethoxy-1,3,4,5-tetrahydro-2H-3-benzazepin-2-one-hydrochloride), CS(=O)(=O)Cl (methanesulphonic acid chloride). The product is Cl.COC=1C=C(C=CC1OS(=O)(=O)C)CCN1CC(CCC1)CN1CCC2=C(CC1=O)C=C(C(=C2)OC)OC (3-[(N-(2-(3-Methoxy-4-methanesulphonyloxy-phenyl)-ethyl)-piperidin-3-yl)-methyl]-7,8-dimethoxy-1,3,4,5-tetrahydro-2H-3-benzazepin-2-one-hydrochloride). As a reaction SMILES: Cl.[CH3:2][O:3][C:4]1[CH:5]=[C:6]([CH2:11][CH2:12][N:13]2[CH2:18][CH2:17][CH2:16][CH:15]([CH2:19][N:20]3[C:26](=[O:27])[CH2:25][C:24]4[CH:28]=[C:29]([O:34][CH3:35])[C:30]([O:32][CH3:33])=[CH:31][C:23]=4[CH2:22][CH2:21]3)[CH2:14]2)[CH:7]=[CH:8][C:9]=1[OH:10].[CH3:36][S:37]([Cl:40])(=[O:39])=[O:38]>>[ClH:40].[CH3:2][O:3][C:4]1[CH:5]=[C:6]([CH2:11][CH2:12][N:13]2[CH2:18][CH2:17][CH2:16][CH:15]([CH2:19][N:20]3[C:26](=[O:27])[CH2:25][C:24]4[CH:28]=[C:29]([O:34][CH3:35])[C:30]([O:32][CH3:33])=[CH:31][C:23]=4[CH2:22][CH2:21]3)[CH2:14]2)[CH:7]=[CH:8][C:9]=1[O:10][S:37]([CH3:36])(=[O:39])=[O:38] |f:0.1,3.4|. Reported procedure: Prepared from 3-[(N-(2-(3-methoxy-4-hydroxy-phenyl)-ethyl)-piperidin-3-yl)-methyl]-7,8-dimethoxy-1,3,4,5-tetrahydro-2H-3-benzazepin-2-one-hydrochloride and methanesulphonic acid chloride analogously to Example 9. Yields the product O=Cc1ccc2c(c1)NC(=O)CS2. The reactants are C1CCOC1, COC(=O)c1ccc2c(c1)NC(=O)CS2, [Li+], O=C1CSc2ccc(C(=O)O)cc2N1, [OH-], O. RXN SMILES: [CH2:32]1[O:33][CH2:34][CH2:35][CH2:36]1.[CH3:15][O:16][C:17]([c:18]1[cH:19][cH:20][c:21]2[c:27]([cH:28]1)[NH:26][C:24](=[O:25])[CH2:23][S:22]2)=[O:29].[Li+:31].[O:1]=[C:2]1[CH2:3][S:4][c:5]2[c:6]([cH:8][c:9]([C:12](=[O:13])[OH:14])[cH:10][cH:11]2)[NH:7]1.[OH-:30].[OH2:37]>>[O:1]=[C:2]1[CH2:3][S:4][c:5]2[c:6]([cH:8][c:9]([CH:12]=[O:13])[cH:10][cH:11]2)[NH:7]1. Reactants: C(#C)C1=CC2=C(OCC(CO2)(C)C)C=C1 (7-Ethynyl-3,3-dimethyl-3,4-dihydro-2H-benzo[b][1,4]dioxepine), IC1=CC(=CC=C1)OC (1-iodo-3-methoxy-benzene). The product is COC=1C=C(C=CC1)C#CC1=CC2=C(OCC(CO2)(C)C)C=C1 (7-(3-Methoxy-phenylethynyl)-3,3-dimethyl-3,4-dihydro-2H-benzo[b][1,4]dioxepine). RXN SMILES: [C:1]([C:3]1[CH:15]=[CH:14][C:6]2[O:7][CH2:8][C:9]([CH3:13])([CH3:12])[CH2:10][O:11][C:5]=2[CH:4]=1)#[CH:2].I[C:17]1[CH:22]=[CH:21][CH:20]=[C:19]([O:23][CH3:24])[CH:18]=1>>[CH3:24][O:23][C:19]1[CH:18]=[C:17]([C:2]#[C:1][C:3]2[CH:15]=[CH:14][C:6]3[O:7][CH2:8][C:9]([CH3:12])([CH3:13])[CH2:10][O:11][C:5]=3[CH:4]=2)[CH:22]=[CH:21][CH:20]=1. Reported procedure: The title compound is prepared in analogy to example 1 from 7-ethynyl-3,3-dimethyl-3,4-dihydro-2H-benzo[b][1,4]dioxepine (6) (example 1d) and 1-iodo-3-methoxy-benzene. MS (ESI) 308.2 (M•)+. Starting materials: COC=1C=C(N)C=CC1OC (3,4-dimethoxyaniline), ClC1=CC=C2C(=CC=NC2=C1)N1CCNCC1 (7-chloro-4-piperazinylquinoline), ClC(=O)OC1=CC=C(C=C1)[N+](=O)[O-] (p-nitrophenyl chloroformate), C(C)(C)N(CC)C(C)C (diisopropylethyl amine). The product is ClC1=CC=C2C(=CC=NC2=C1)N1CCN(CC1)C(=O)NC1=CC(=C(C=C1)OC)OC (4-(7-chloro-4-quinolinyl)-N-(3,4-dimethoxyphenyl)-1-piperazinecarboxamide). RXN SMILES: [CH3:1][O:2][C:3]1[CH:4]=[C:5]([CH:7]=[CH:8][C:9]=1[O:10][CH3:11])[NH2:6].Cl[C:13](OC1C=CC([N+]([O-])=O)=CC=1)=[O:14].C(N(C(C)C)CC)(C)C.[Cl:34][C:35]1[CH:44]=[C:43]2[C:38]([C:39]([N:45]3[CH2:50][CH2:49][NH:48][CH2:47][CH2:46]3)=[CH:40][CH:41]=[N:42]2)=[CH:37][CH:36]=1>>[Cl:34][C:35]1[CH:44]=[C:43]2[C:38]([C:39]([N:45]3[CH2:50][CH2:49][N:48]([C:13]([NH:6][C:5]4[CH:7]=[CH:8][C:9]([O:10][CH3:11])=[C:3]([O:2][CH3:1])[CH:4]=4)=[O:14])[CH2:47][CH2:46]3)=[CH:40][CH:41]=[N:42]2)=[CH:37][CH:36]=1. Procedure: As described for example 78, 3,4-dimethoxyaniline, p-nitrophenyl chloroformate, diisopropylethyl amine, and 7-chloro-4-piperazinylquinoline are reacted to afford the product. LC-MS: 427 (M++1). 1H NMR (CDCl3) δ 8.80 (d, 1H), 8.05 (s, 1H), 7.95 (d, 1H), 7.50 (d, 1H), 7.20 (s, 1H), 6.85 (d, 1H), 6.80 (d, 1H), 6.75 (m, 1H), 6.40 (s, 1H), 3.90 (s, 3H), 3.85 (s, 3H), 380 (m, 4H), 3.25 (m, 4H). Reactants: Cl.NCC(=O)NC1(CC2=CC=CC=C2C1)C1=C(C=CC=C1)Br (2-amino-N-[2,3-dihydro-2(2-bromophenyl)-1H-inden-2-yl]acetamide hydrochloride), Cl.NCC(=O)NC1(CC2=CC=CC=C2C1)C1=CC(=CC=C1)F (2-amino-N-[2,3-dihydro-2-(3-fluorophenyl)-1H-inden-2-yl]acetamide hydrochloride), Cl.CN(CC(=O)NC1(CC2=CC=CC=C2C1)C1=CC=C(C=C1)CCCC)C (2-(dimethylamino)-N-[2,3-dihydro-2-(4-n-butylphenyl)-1H-inden-2-yl]acetamide hydrochloride), Cl.NCC(=O)NC1(CC2=CC=CC=C2C1)C1=CC=C(C=C1)C(F)(F)F (2-amino-N-[2,3-dihydro-2-[4-(trifluoromethyl)phenyl]-1H-inden-2-yl]acetamide hydrochloride), Cl.NCC(=O)NC1(CC2=CC=CC=C2C1)C1=C(C=C(C=C1)F)F (2-amino-N-[2,3-dihydro-2-(2,4-difluoro-phenyl)-1H-inden-2-yl]acetamide hydrochloride), Cl.CNCC(=O)NC1(CC2=CC=CC=C2C1)C1=CC=C(C=C1)OCCCC (2-(methyl-amino)-N-[2,3-dihydro-2-(4-n-butoxyphenyl)-1H-inden-2yl]acetamide hydrochloride), Cl.NCC(=O)NC1(CC2=CC=CC=C2C1)C1=CC(=C(C=C1)OC)OC (2-amino-N-[2,3-dihydro-2-(3,4-dimethoxyphenyl)-1H-inden-2-yl]acetamide hydrochloride), Cl.NCC(=O)NC1(CC2=CC=CC=C2C1)C1=CC=C(C=C1)Cl (2-amino-N-[2,3-dihydro-2-(4-chlorophenyl)-1H-inden-2-yl]acetamide hydrochloride), Cl.NCC(=O)NC1(CC2=CC=CC=C2C1)C1=CC(=CC=C1)C (2-amino-N-[2,3-dihydro-2-(3-methylphenyl)-1H-inden-2-yl]acetamide hydrochloride), Cl.NCC(=O)NC1(CC2=CC=CC=C2C1)C1=CC=C(C=C1)OC (2-amino-N-[2,3-dihydro-2-(4-methoxyphenyl)-1H-inden-2-yl]acetamide hydrochloride). The product is C1(=CC=CC=C1)C1(CC2=CC=CC=C2C1)NC(CN1CCOCC1)=O (N-(2,3-Dihydro-2-phenyl-1H-inden-2-yl)-2-(4-morpholinyl)acetamide). Reaction SMILES: Cl.[NH2:2][CH2:3][C:4]([NH:6][C:7]1([C:16]2[CH:21]=[CH:20][CH:19]=[CH:18][C:17]=2Br)[CH2:15][C:14]2[C:9](=[CH:10][CH:11]=[CH:12][CH:13]=2)[CH2:8]1)=[O:5].Cl.N[CH2:25][C:26](NC1(C2C=CC(Cl)=CC=2)CC2C(=CC=CC=2)C1)=[O:27].Cl.N[CH2:47][C:48](NC1(C2C=CC=C(C)C=2)CC2C(=CC=CC=2)C1)=O.Cl.NCC(NC1(C2C=CC(C(F)(F)F)=CC=2)CC2C(=CC=CC=2)C1)=O.Cl.NCC(NC1(C2C=CC=C(F)C=2)CC2C(=CC=CC=2)C1)=O.Cl.NCC(NC1(C2C=CC(OC)=CC=2)CC2C(=CC=CC=2)C1)=O.Cl.NCC(NC1(C2C=CC(OC)=C(OC)C=2)CC2C(=CC=CC=2)C1)=O.Cl.NCC(NC1(C2C=CC(F)=CC=2F)CC2C(=CC=CC=2)C1)=O.Cl.CNCC(NC1(C2C=CC(OCCCC)=CC=2)CC2C(=CC=CC=2)C1)=O.Cl.CN(C)CC(NC1(C2C=CC(CCCC)=CC=2)CC2C(=CC=CC=2)C1)=O>>[C:16]1([C:7]2([NH:6][C:4](=[O:5])[CH2:3][N:2]3[CH2:25][CH2:26][O:27][CH2:48][CH2:47]3)[CH2:15][C:14]3[C:9](=[CH:10][CH:11]=[CH:12][CH:13]=3)[CH2:8]2)[CH:21]=[CH:20][CH:19]=[CH:18][CH:17]=1 |f:0.1,2.3,4.5,6.7,8.9,10.11,12.13,14.15,16.17,18.19|. Procedure: Application of the methodology described above will provide all the compounds of the invention including, for example, the following compounds: 2-amino-N-[2,3-dihydro-2(2-bromophenyl)-1H-inden-2-yl]acetamide hydrochloride; 2-amino-N-[2,3-dihydro-2-(4-chlorophenyl)-1H-inden-2-yl]acetamide hydrochloride; 2-amino-N-[2,3-dihydro-2-(3-methylphenyl)-1H-inden-2-yl]acetamide hydrochloride; 2-amino-N-[2,3-dihydro-2-[4-(trifluoromethyl)phenyl]-1H-inden-2-yl]acetamide hydrochloride; 2-amino-N-[2,3-dihydro-... Starting materials: C[O-].[Na+] (sodium methoxide), ClCC=1C=C(CC2=C(C3=CC=CC=CC3=C2)C(=O)OC)C=C(C1)[C@@H]1O[C@@H]([C@H]([C@@H]([C@H]1O)O)O)CO (methyl 2-[3-(chloromethyl)-5-[(2S,3R,4R,5S,6R)-3,4,5-trihydroxy-6-(hydroxymethyl) tetrahydro-2H-pyran-2-yl]benzyl]azulene-1-carboxylate), aqueous solution, Cl (hydrochloric acid), aqueous solution, [OH-].[Na+] (sodium hydroxide). The solvent is CO (methanol), CO (methanol). Reaction conditions: time 1 hour. Yields the product C1=C(C=C2C=CC=CC=C12)CC=1C=C(C=C(C1)COC)[C@H]1[C@H](O)[C@@H](O)[C@H](O)[C@H](O1)CO ((1S)-1,5-anhydro-1-[3-(azulen-2-ylmethyl)-5-(methoxymethyl)phenyl]-D-glucitol). Reaction SMILES: [CH3:1][O-:2].[Na+].Cl[CH2:5][C:6]1[CH:7]=[C:8]([CH:24]=[C:25]([C@H:27]2[C@H:32]([OH:33])[C@@H:31]([OH:34])[C@H:30]([OH:35])[C@@H:29]([CH2:36][OH:37])[O:28]2)[CH:26]=1)[CH2:9][C:10]1[CH:19]=[C:18]2[C:12](=[CH:13][CH:14]=[CH:15][CH:16]=[CH:17]2)[C:11]=1C(OC)=O.[OH-].[Na+].Cl>CO>[CH:19]1[C:18]2[C:12]([CH:13]=[CH:14][CH:15]=[CH:16][CH:17]=2)=[CH:11][C:10]=1[CH2:9][C:8]1[CH:24]=[C:25]([C@@H:27]2[O:28][C@H:29]([CH2:36][OH:37])[C@@H:30]([OH:35])[C@H:31]([OH:34])[C@H:32]2[OH:33])[CH:26]=[C:6]([CH2:5][O:2][CH3:1])[CH:7]=1 |f:0.1,3.4|. Procedure: 28% methanol solution of sodium methoxide (0.5 ml) was added to a solution of methyl 2-[3-(chloromethyl)-5-[(2S,3R,4R,5S,6R)-3,4,5-trihydroxy-6-(hydroxymethyl) tetrahydro-2H-pyran-2-yl]benzyl]azulene-1-carboxylate (0.06 g) in methanol (3.0 ml) at room temperature. The mixture was stirred for one hour. 10% aqueous solution of sodium hydroxide (3.0 ml) was further added to the reaction mixture and the mixture was refluxed with heating for one hour. After cooling to room temperature, the reaction m...